From a dataset of the Open Reaction Database (ORD), a public repository of structured organic reaction records. describe an organic reaction: reactants, conditions, products, and yield Starting materials: C(CCCCCCCCCCCCCCCCC)OC1CC(CC(C1OCCCCCCCCCCCCCCCCCC)OCCCCCCCCCCCCCCCCCC)COC1=C(C=C(C=O)C=C1OC)OC (4-[3′,4′,5′-Tris(octadecyloxy)cyclohexylmethyloxy]-3,5-dimethoxybenzaldehyde), [BH4-].[Na+] (sodium borohydride). Run in C1CCOC1 (THF). Reaction conditions: temperature 40 celsius, time 3 hour. Yields the product COC=1C=C(CO)C=C(C1OCC1CC(C(C(C1)OCCCCCCCCCCCCCCCCCC)OCCCCCCCCCCCCCCCCCC)OCCCCCCCCCCCCCCCCCC)OC (3,5-dimethoxy-4-[3′,4′,5′-tris(octadecyloxy)cyclohexylmethyloxy]benzyl alcohol). Isolated yield 85.7%. RXN SMILES: [CH2:1]([O:19][CH:20]1[CH:25]([O:26][CH2:27][CH2:28][CH2:29][CH2:30][CH2:31][CH2:32][CH2:33][CH2:34][CH2:35][CH2:36][CH2:37][CH2:38][CH2:39][CH2:40][CH2:41][CH2:42][CH2:43][CH3:44])[CH:24]([O:45][CH2:46][CH2:47][CH2:48][CH2:49][CH2:50][CH2:51][CH2:52][CH2:53][CH2:54][CH2:55][CH2:56][CH2:57][CH2:58][CH2:59][CH2:60][CH2:61][CH2:62][CH3:63])[CH2:23][CH:22]([CH2:64][O:65][C:66]2[C:73]([O:74][CH3:75])=[CH:72][C:69]([CH:70]=[O:71])=[CH:68][C:67]=2[O:76][CH3:77])[CH2:21]1)[CH2:2][CH2:3][CH2:4][CH2:5][CH2:6][CH2:7][CH2:8][CH2:9][CH2:10][CH2:11][CH2:12][CH2:13][CH2:14][CH2:15][CH2:16][CH2:17][CH3:18].[BH4-].[Na+]>C1COCC1>[CH3:75][O:74][C:73]1[CH:72]=[C:69]([CH:68]=[C:67]([O:76][CH3:77])[C:66]=1[O:65][CH2:64][CH:22]1[CH2:21][CH:20]([O:19][CH2:1][CH2:2][CH2:3][CH2:4][CH2:5][CH2:6][CH2:7][CH2:8][CH2:9][CH2:10][CH2:11][CH2:12][CH2:13][CH2:14][CH2:15][CH2:16][CH2:17][CH3:18])[CH:25]([O:26][CH2:27][CH2:28][CH2:29][CH2:30][CH2:31][CH2:32][CH2:33][CH2:34][CH2:35][CH2:36][CH2:37][CH2:38][CH2:39][CH2:40][CH2:41][CH2:42][CH2:43][CH3:44])[CH:24]([O:45][CH2:46][CH2:47][CH2:48][CH2:49][CH2:50][CH2:51][CH2:52][CH2:53][CH2:54][CH2:55][CH2:56][CH2:57][CH2:58][CH2:59][CH2:60][CH2:61][CH2:62][CH3:63])[CH2:23]1)[CH2:70][OH:71] |f:1.2|. Reported procedure: 4-[3′,4′,5′-Tris(octadecyloxy)cyclohexylmethyloxy]-3,5-dimethoxybenzaldehyde (73 mg, 0.07 mmol) was dissolved in THF (2 ml), 4 equivalents of sodium borohydride was added, and the mixture was stirred at 40° C. for 3 hr. The solvent was evaporated, and chloroform was added. The mixture was washed successively with 1N hydrochloric acid, aqueous sodium hydrogen carbonate solution and saturated brine. The solvent of the organic layer was evaporated, and acetonitrile was added. The precipitate was co... Reactants: O=C1CCC(=O)N1Br, CC#N, O=C1Cc2ccccc2N1. The product is O=C1Cc2cc(Br)ccc2N1. Reaction SMILES: [Br:11][N:12]1[C:13](=[O:14])[CH2:15][CH2:16][C:17]1=[O:18].[CH3:19][C:20]#[N:21].[NH:1]1[C:2](=[O:10])[CH2:3][c:4]2[cH:5][cH:6][cH:7][cH:8][c:9]21>>[NH:1]1[C:2](=[O:10])[CH2:3][c:4]2[cH:5][c:6]([Br:11])[cH:7][cH:8][c:9]21. Reactants: ClCC(=O)Cl (chloroacetyl chloride), C(CCC)OC(CNCC1OC(C(O1)C)C)OCCCC (N-(2,2-Dibutoxyethyl)-N-(4,5-dimethyl-1,3-dioxolan-2-ylmethyl)amine), C1=CC=CC=C1 (benzene), C([O-])([O-])=O.[Na+].[Na+] (sodium carbonate). Solvent: O (water). The product is C(CCC)OC(CN(C(CCl)=O)CC1OC(C(O1)C)C)OCCCC (N-(2,2-dibutoxyethyl)-N-(4,5-dimethyl-1,3-dioxolan-2-ylmethyl)-α-chloroacetamide). As a reaction SMILES: [CH2:1]([O:5][CH:6]([O:17][CH2:18][CH2:19][CH2:20][CH3:21])[CH2:7][NH:8][CH2:9][CH:10]1[O:14][CH:13]([CH3:15])[CH:12]([CH3:16])[O:11]1)[CH2:2][CH2:3][CH3:4].C1C=CC=CC=1.C(=O)([O-])[O-].[Na+].[Na+].[Cl:34][CH2:35][C:36](Cl)=[O:37]>O>[CH2:18]([O:17][CH:6]([O:5][CH2:1][CH2:2][CH2:3][CH3:4])[CH2:7][N:8]([CH2:9][CH:10]1[O:14][CH:13]([CH3:15])[CH:12]([CH3:16])[O:11]1)[C:36](=[O:37])[CH2:35][Cl:34])[CH2:19][CH2:20][CH3:21] |f:2.3.4|. Procedure details: N-(2,2-Dibutoxyethyl)-N-(4,5-dimethyl-1,3-dioxolan-2-ylmethyl)amine (0.05 mole), benzene (100 ml), water (100 ml) and sodium carbonate (2 grams) are charged into a glass reaction vessel equipped with a mechanical stirrer and thermometer. The reaction mixture is cooled to a temperature of from 5° to 10° C and chloroacetyl chloride (0.05 mole) is added dropwise with stirring. After the addition is completed stirring is continued until the reaction mixture has reached room temperature. After this t... Reactants: C1CCOC1, CCOC(C)=O, CC(C)[Si](OC1CCN(N2CCC(Cc3c(Cl)cc(-c4ccc(S(C)(=O)=O)cc4)cc3Cl)C2=O)CC1)(C(C)C)C(C)C, O=C(O)C(F)(F)F, O. Yields the product CS(=O)(=O)c1ccc(-c2cc(Cl)c(CC3CCN(N4CCC(O)CC4)C3=O)c(Cl)c2)cc1. RXN SMILES: [CH2:51]1[O:52][CH2:53][CH2:54][CH2:55]1.[CH3:56][CH2:57][O:58][C:59](=[O:60])[CH3:61].[Cl:1][c:2]1[cH:3][c:4](-[c:33]2[cH:34][cH:35][c:36]([S:39](=[O:40])(=[O:41])[CH3:42])[cH:37][cH:38]2)[cH:5][c:6]([Cl:32])[c:7]1[CH2:8][CH:9]1[C:10](=[O:31])[N:11]([N:14]2[CH2:15][CH2:16][CH:17]([O:20][Si:21]([CH:22]([CH3:23])[CH3:24])([CH:25]([CH3:26])[CH3:27])[CH:28]([CH3:29])[CH3:30])[CH2:18][CH2:19]2)[CH2:12][CH2:13]1.[F:44][C:45]([F:46])([F:47])[C:48]([OH:49])=[O:50].[OH2:43]>>[Cl:1][c:2]1[cH:3][c:4](-[c:33]2[cH:34][cH:35][c:36]([S:39](=[O:40])(=[O:41])[CH3:42])[cH:37][cH:38]2)[cH:5][c:6]([Cl:32])[c:7]1[CH2:8][CH:9]1[C:10](=[O:31])[N:11]([N:14]2[CH2:15][CH2:16][CH:17]([OH:20])[CH2:18][CH2:19]2)[CH2:12][CH2:13]1.